Dataset: the Open Reaction Database (ORD), a public repository of structured organic reaction records. Task: describe an organic reaction: reactants, conditions, products, and yield The reactants are ClC=1C=NN(C1)C1(CC1)C(=O)O (1-(4-chloro-1H-pyrazol-1-yl)cyclopropanecarboxylic acid), C(C)(C)N(C(C)C)CC (N,N-diisopropylethylamine), NC1=NC(=CC=C1NC(OC(C)(C)C)=O)N1C[C@@H](CCC1)C(=O)N1CCCC1 ((R)-tert-butyl 2-amino-6-(3-(pyrrolidine-1-carbonyl)piperidin-1-yl)pyridin-3-ylcarbamate), CCCP1(=O)OP(=O)(OP(=O)(O1)CCC)CCC (1-propanephosphonic acid cyclic anhydride), solution, CS(=O)(=O)O (Methanesulfonic acid). Solvent: C(C)(=O)OCC (Ethyl acetate), C(C)#N (acetonitrile), C(C)(=O)OCC (ethyl acetate), C(C)(=O)OCC (ethyl acetate). Run at temperature 40 celsius, time 8 hour. The product is ClC=1C=NN(C1)C1(CC1)C1=NC=2C(=NC(=CC2)N2C[C@@H](CCC2)C(=O)N2CCCC2)N1 ((R)-(1-(2-(1-(4-chloro-1H-pyrazol-1-yl)cyclopropyl)-3H-imidazo[4,5-b]pyridin-5-yl)piperidin-3-yl)(pyrrolidin-1-yl)methanone). Yield: 47.0%. Reaction SMILES: [NH2:1][C:2]1[C:7]([NH:8][C:9](=O)OC(C)(C)C)=[CH:6][CH:5]=[C:4]([N:16]2[CH2:21][CH2:20][CH2:19][C@@H:18]([C:22]([N:24]3[CH2:28][CH2:27][CH2:26][CH2:25]3)=[O:23])[CH2:17]2)[N:3]=1.[Cl:29][C:30]1[CH:31]=[N:32][N:33]([C:35]2(C(O)=O)[CH2:37][CH2:36]2)[CH:34]=1.C(N(CC)C(C)C)(C)C.CCCP1(OP(CCC)(=O)OP(CCC)(=O)O1)=O.CS(O)(=O)=O>C(OCC)(=O)C.C(#N)C>[Cl:29][C:30]1[CH:31]=[N:32][N:33]([C:35]2([C:9]3[NH:1][C:2]4=[N:3][C:4]([N:16]5[CH2:21][CH2:20][CH2:19][C@@H:18]([C:22]([N:24]6[CH2:25][CH2:26][CH2:27][CH2:28]6)=[O:23])[CH2:17]5)=[CH:5][CH:6]=[C:7]4[N:8]=3)[CH2:37][CH2:36]2)[CH:34]=1. Procedure details: A solution of (R)-tert-butyl 2-amino-6-(3-(pyrrolidine-1-carbonyl)piperidin-1-yl)pyridin-3-ylcarbamate in ethyl acetate from the combined three batches from Step 1 (65 L total volume) was distilled under reduced pressure at 40° C. until the residual volume was approximately 8 L. An additional portion of ethyl acetate (48 L) was added, and the resulting solution was distilled under reduced pressure at 40° C. until the residual volume was approximately 8 L. Ethyl acetate (33 L), 1-(4-chloro-1H-pyr...